From a dataset of the Open Reaction Database (ORD), a public repository of structured organic reaction records. describe an organic reaction: reactants, conditions, products, and yield Reactants: C1(O)=CC(O)=CC=C1 (resorcinol), OCC1=C(O)C(=CC(=C1O)CC)CO (2,6-bis(hydroxymethyl)-4-ethylresorcinol), Cl (hydrochloric acid). Solvent: O (water), O (water). Conditions: time 8 hour. Product: OC1=C(CC2=C(C(=CC(=C2)CC)CC2=C(C=C(C=C2)O)O)O)C=CC(=C1)O (2,6-Bis(2,4-dihydroxybenzyl)-4-ethylphenol). Isolated yield 46.6%. Reaction SMILES: [C:1]1([CH:8]=[CH:7][CH:6]=[C:4]([OH:5])[CH:3]=1)[OH:2].O[CH2:10][C:11]1[C:17](O)=[C:16]([CH2:19][CH3:20])[CH:15]=[C:14]([CH2:21]O)[C:12]=1[OH:13].Cl>O>[OH:2][C:1]1[CH:3]=[C:4]([OH:5])[CH:6]=[CH:7][C:8]=1[CH2:21][C:14]1[CH:15]=[C:16]([CH2:19][CH3:20])[CH:17]=[C:11]([CH2:10][C:6]2[CH:7]=[CH:8][C:1]([OH:2])=[CH:3][C:4]=2[OH:5])[C:12]=1[OH:13]. Procedure: To a 2 liter round bottom flask was added 800 ml of de-mineralized water, 825.0 g resorcinol and 45.58 g of 2,6-bis(hydroxymethyl)-4-ethylresorcinol. 6.5 ml of concentrated hydrochloric acid was added and the mixture stirred overnight at ambient conditions. The reaction mixture was then added to 12 L of de-mineralized water and slowly stirred at room temperature for 24 hours. The precipitate was isolated by vacuum filtration and washed with de-mineralized water. It was air dried for 24 hours and... As a reaction SMILES: [CH2:1]([C:3]1[CH:18]=[C:17]([C:19](=[NH:22])[NH:20][OH:21])[CH:16]=[C:15]([CH3:23])[C:4]=1[O:5][CH2:6][C@@H:7]([OH:14])[CH2:8][NH:9][C:10](=[O:13])[CH2:11][OH:12])C.C1O[C@@H]1CO>>[OH:12][CH2:11][C:10]([NH:9][CH2:8][C@H:7]([OH:14])[CH2:6][O:5][C:4]1[C:3]([CH3:1])=[CH:18][C:17]([C:19](=[NH:22])[NH:20][OH:21])=[CH:16][C:15]=1[CH3:23])=[O:13]. Product: OCC(=O)NC[C@@H](COC1=C(C=C(C=C1C)C(NO)=N)C)O ((S)-2-Hydroxy-N-{2-hydroxy-3-[4-(N-hydroxycarbamimidoyl)-2,6-dimethyl-phenoxy]-propyl}-acetamide), solid. Reactants: C(C)C1=C(OC[C@H](CNC(CO)=O)O)C(=CC(=C1)C(NO)=N)C (N—((S)-3-[2-ethyl-4-(N-hydroxycarbamimidoyl)-6-methyl-phenoxy]-2-hydroxy-propyl)-2-hydroxy-acetamide), 4-hydroxy-3,5-methyl-benzonitrile, C1[C@H](O1)CO ((R)-glycidol). Reported procedure: The title compound is obtained as a white solid (0.90 g) in analogy to N—((S)-3-[2-ethyl-4-(N-hydroxycarbamimidoyl)-6-methyl-phenoxy]-2-hydroxy-propyl)-2-hydroxy-acetamide starting from 4-hydroxy-3,5-methyl-benzonitrile and (R)-glycidol; LC-MS: tR=0.47 min, [M+H]+=311.98. The reactants are C1(=CC=CC2=CC=CC=C12)CCC(=O)OCC (Ethyl 3-(naphth-1-yl)propaneate), [H-].[H-].[H-].[H-].[Li+].[Al+3] (LiAlH4), O (H2O). Run in CCOCC (ether), CCOCC (ether). Run at time 8 hour. Yields the product C1(=CC=CC2=CC=CC=C12)CCCO (3-(Naphth-1-yl)propan-1-ol). Reaction SMILES: [H-].[H-].[H-].[H-].[Li+].[Al+3].[C:7]1([CH2:17][CH2:18][C:19](OCC)=[O:20])[C:16]2[C:11](=[CH:12][CH:13]=[CH:14][CH:15]=2)[CH:10]=[CH:9][CH:8]=1.O>CCOCC>[C:7]1([CH2:17][CH2:18][CH2:19][OH:20])[C:16]2[C:11](=[CH:12][CH:13]=[CH:14][CH:15]=2)[CH:10]=[CH:9][CH:8]=1 |f:0.1.2.3.4.5|. Procedure details: To a suspension of LiAlH4 (1.91 g, 50.4 mmol) in anhydrous ether (50 mL) was added dropwise a solution of 8 (11.5 g, 50.4 mmol) in ether (50 mL) over 30 minutes at 0° C. under argon and then the mixture was stirred at room temperature (overnight). The reaction mixture was cooled to 0° C. and quenched by slow (30 minutes addition of H2O (7.2 mL, 0.4 mol), then the mixture was stirred at 0° C. (1 h). Solid was removed by filtration washed with ether, then the combined ether solution was dried (Na2... The reactants are O=C1CCCc2ccc(Br)cc21, O=C([O-])[O-], CCS(=O)(=O)N1CCC(c2c[nH]c3c(C(N)=O)cc(B4OC(C)(C)C(C)(C)O4)cc23)CC1, [K+], [K+], C1COCCO1, O. The product is CCS(=O)(=O)N1CCC(c2c[nH]c3c(C(N)=O)cc(-c4ccc5c(c4)C(=O)CCC5)cc23)CC1. Reaction SMILES: [Br:33][c:34]1[cH:35][cH:36][c:37]2[c:42]([cH:43]1)[C:41](=[O:44])[CH2:40][CH2:39][CH2:38]2.[C:45](=[O:46])([O-:47])[O-:48].[CH2:1]([CH3:2])[S:3](=[O:4])(=[O:5])[N:6]1[CH2:7][CH2:8][CH:9]([c:12]2[cH:13][nH:14][c:15]3[c:16]([C:30](=[O:31])[NH2:32])[cH:17][c:18]([B:21]4[O:22][C:23]([CH3:24])([CH3:25])[C:26]([CH3:27])([CH3:28])[O:29]4)[cH:19][c:20]23)[CH2:10][CH2:11]1.[K+:49].[K+:50].[O:51]1[CH2:52][CH2:53][O:54][CH2:55][CH2:56]1.[OH2:57]>>[CH2:1]([CH3:2])[S:3](=[O:4])(=[O:5])[N:6]1[CH2:7][CH2:8][CH:9]([c:12]2[cH:13][nH:14][c:15]3[c:16]([C:30](=[O:31])[NH2:32])[cH:17][c:18](-[c:34]4[cH:35][cH:36][c:37]5[c:42]([cH:43]4)[C:41](=[O:44])[CH2:40][CH2:39][CH2:38]5)[cH:19][c:20]23)[CH2:10][CH2:11]1. Reactants: CCCCC(Br)C(=O)OCC, Nc1ccc2[nH]ncc2c1. The product is CCCCC(Nc1ccc2[nH]ncc2c1)C(=O)OCC. RXN SMILES: [Br:11][CH:12]([C:13](=[O:14])[O:15][CH2:16][CH3:17])[CH2:18][CH2:19][CH2:20][CH3:21].[nH:1]1[n:2][cH:3][c:4]2[cH:5][c:6]([NH2:10])[cH:7][cH:8][c:9]12>>[nH:1]1[n:2][cH:3][c:4]2[cH:5][c:6]([NH:10][CH:12]([C:13](=[O:14])[O:15][CH2:16][CH3:17])[CH2:18][CH2:19][CH2:20][CH3:21])[cH:7][cH:8][c:9]12. Starting materials: CCN=C=NCCCN(C)C, CN(C)C=O, Cl, COc1cc(N)c(Cl)cc1C(=O)O, CC(C)(C)OC(=O)N1CCC(CN)CC1, On1nnc2ccccc21. Product: COc1cc(N)c(Cl)cc1C(=O)NCC1CCN(C(=O)OC(C)(C)C)CC1. Reaction SMILES: [CH2:40]([N:41]=[C:42]=[N:43][CH2:44][CH2:45][CH2:46][N:47]([CH3:48])[CH3:49])[CH3:50].[CH3:51][N:52]([CH3:53])[CH:54]=[O:55].[ClH:39].[NH2:16][c:17]1[cH:18][c:19]([O:27][CH3:28])[c:20]([C:21](=[O:22])[OH:23])[cH:24][c:25]1[Cl:26].[NH2:1][CH2:2][CH:3]1[CH2:4][CH2:5][N:6]([C:9](=[O:10])[O:11][C:12]([CH3:13])([CH3:14])[CH3:15])[CH2:7][CH2:8]1.[OH:29][n:30]1[c:31]2[cH:32][cH:33][cH:34][cH:35][c:36]2[n:37][n:38]1>>[NH:1]([CH2:2][CH:3]1[CH2:4][CH2:5][N:6]([C:9](=[O:10])[O:11][C:12]([CH3:13])([CH3:14])[CH3:15])[CH2:7][CH2:8]1)[C:21]([c:20]1[c:19]([O:27][CH3:28])[cH:18][c:17]([NH2:16])[c:25]([Cl:26])[cH:24]1)=[O:22]. The reactants are NO.Cl, c12c(n(c(c(c1)Br)=O)C(C)C)nc(nc2C)N. The reagents and catalysts are c1ccc(cc1)-c2c3ccccc3cc4ccccc24 (9-Phenylanthracene), CCN(C(C)C)C(C)C (DIPEA), P(c1c(Oc2c(P(c3ccccc3)c3ccccc3)cccc2)cccc1)(c1ccccc1)c1ccccc1 (DPEPhos), C(O[Pd]OC(C)=O)(C)=O (Pd(OAc)2). The solvent is CC#N (MeCN). Run at temperature 90 celsius, time 18 hour. The product is CC(C)N1C(=O)C(=Cc2c(C)nc(N)nc12)C(=O)N. Reaction SMILES: [CH3:1][CH:2]([N:4]1[c:16]([c:9]2[CH:8]=[C:7](Br)[C:5]1=[O:6])[n:15][c:13]([NH2:14])[n:12][c:10]2[CH3:11])[CH3:3].Cl.[NH2:17][OH:18]>>[CH3:1][CH:2]([N:4]1[c:16]([c:9]2[CH:8]=[C:7](C([NH2:17])=[O:18])[C:5]1=[O:6])[n:15][c:13]([NH2:14])[n:12][c:10]2[CH3:11])[CH3:3].